The task is: describe an organic reaction: reactants, conditions, products, and yield. This data is from the Open Reaction Database (ORD), a public repository of structured organic reaction records. Reactants: CC(=O)O, COC(=O)CC=O, O=N[O-], [Na+], O. The product is COC(=O)C(C=O)=NO. Reaction SMILES: [CH3:12][C:13](=[O:14])[OH:15].[CH3:1][O:2][C:3]([CH2:4][CH:5]=[O:6])=[O:7].[N:8](=[O:9])[O-:10].[Na+:11].[OH2:16]>>[CH3:1][O:2][C:3]([C:4]([CH:5]=[O:6])=[N:8][OH:9])=[O:7]. The reactants are CC(NC(=O)COc1ccc(C(C)(C)C)cc1)c1ccc([N+](=O)[O-])cc1, CO. Product: CC(NC(=O)COc1ccc(C(C)(C)C)cc1)c1ccc(N)cc1. Reaction SMILES: [C:1]([CH3:2])([CH3:3])([CH3:4])[c:5]1[cH:6][cH:7][c:8]([O:9][CH2:10][C:11](=[O:12])[NH:13][CH:14]([CH3:15])[c:16]2[cH:17][cH:18][c:19]([N+:22]([O-:23])=[O:24])[cH:20][cH:21]2)[cH:25][cH:26]1.[CH3:27][OH:28]>>[C:1]([CH3:2])([CH3:3])([CH3:4])[c:5]1[cH:6][cH:7][c:8]([O:9][CH2:10][C:11](=[O:12])[NH:13][CH:14]([CH3:15])[c:16]2[cH:17][cH:18][c:19]([NH2:22])[cH:20][cH:21]2)[cH:25][cH:26]1. The reactants are C1(=CC=CC=C1)C=1OC(=C(N1)COC1=CC=C(COC2=NN(C=C2C=O)C2=CC=CC=C2)C=C1)C (3-({4-[(2-phenyl-5-methyl-1,3-oxazol-4-yl)methoxy]benzyl}oxy)-1-phenyl-1H-pyrazole-4-carbaldehyde), O (water), C(C)O (ethanol), [BH4-].[Na+] (sodium borohydride). The solvent is O1CCCC1 (tetrahydrofuran). Conditions: time 1 hour. Product: C1(=CC=CC=C1)C=1OC(=C(N1)COC1=CC=C(COC2=NN(C=C2CO)C2=CC=CC=C2)C=C1)C ([3-({4-[(2-phenyl-5-methyl-1,3-oxazol-4-yl)methoxy]benzyl}oxy)-1-phenyl-1H-pyrazol-4-yl]methanol). Yield: 99.6%. Reaction SMILES: [C:1]1([C:7]2[O:8][C:9]([CH3:35])=[C:10]([CH2:12][O:13][C:14]3[CH:34]=[CH:33][C:17]([CH2:18][O:19][C:20]4[C:24]([CH:25]=[O:26])=[CH:23][N:22]([C:27]5[CH:32]=[CH:31][CH:30]=[CH:29][CH:28]=5)[N:21]=4)=[CH:16][CH:15]=3)[N:11]=2)[CH:6]=[CH:5][CH:4]=[CH:3][CH:2]=1.C(O)C.[BH4-].[Na+].O>O1CCCC1>[C:1]1([C:7]2[O:8][C:9]([CH3:35])=[C:10]([CH2:12][O:13][C:14]3[CH:15]=[CH:16][C:17]([CH2:18][O:19][C:20]4[C:24]([CH2:25][OH:26])=[CH:23][N:22]([C:27]5[CH:32]=[CH:31][CH:30]=[CH:29][CH:28]=5)[N:21]=4)=[CH:33][CH:34]=3)[N:11]=2)[CH:2]=[CH:3][CH:4]=[CH:5][CH:6]=1 |f:2.3|. Procedure: To a solution of 3-({4-[(2-phenyl-5-methyl-1,3-oxazol-4-yl)methoxy]benzyl}oxy)-1-phenyl-1H-pyrazole-4-carbaldehyde (0.50 g) in tetrahydrofuran (5 mL)-ethanol (10 mL) was gradually added sodium borohydride (0.040 g) at 0° C. After stirring the reaction mixture at room temperature for 1 hr, water was added, and the precipitated crystals were collected by filtration to give [3-({4-[(2-phenyl-5-methyl-1,3-oxazol-4-yl)methoxy]benzyl}oxy)-1-phenyl-1H-pyrazol-4-yl]methanol as colorless crystals (0.50 g... The reactants are BrC1=NC=CC(=C1)C (2-Bromo-4-methylpyridine), C(C1=CC=CC=C1)OC=1C=C(C2=C(N=C(S2)NC(=O)NCC)C1)Br (1-[5-Benzyloxy-7-bromo-benzothiazol-2-yl]-3-ethyl-urea), bis(neopentyl)glycolato diboron, C(C)(=O)[O-].[K+] (potassium acetate), tetrakistriphenylphosphine palladium (0), C([O-])([O-])=O.[Cs+].[Cs+] (cesium carbonate). Run in CS(=O)C (dimethyl sulfoxide), C(C)OC(C)=O (ethylacetate). Run at temperature 80 celsius. Product: C(C1=CC=CC=C1)OC=1C=C(C2=C(N=C(S2)NC(=O)NCC)C1)C1=NC=CC(=C1)C (1-[5-Benzyloxy-7-(4-methyl-pyridin-2-yl)-benzothiazol-2-yl]-3-ethyl-urea), solid. Isolated yield 69.0%. RXN SMILES: [CH2:1]([O:8][C:9]1[CH:10]=[C:11](Br)[C:12]2[S:16][C:15]([NH:17][C:18]([NH:20][CH2:21][CH3:22])=[O:19])=[N:14][C:13]=2[CH:23]=1)[C:2]1[CH:7]=[CH:6][CH:5]=[CH:4][CH:3]=1.C([O-])(=O)C.[K+].Br[C:31]1[CH:36]=[C:35]([CH3:37])[CH:34]=[CH:33][N:32]=1.C(=O)([O-])[O-].[Cs+].[Cs+]>CS(C)=O.C(OC(=O)C)C>[CH2:1]([O:8][C:9]1[CH:10]=[C:11]([C:31]2[CH:36]=[C:35]([CH3:37])[CH:34]=[CH:33][N:32]=2)[C:12]2[S:16][C:15]([NH:17][C:18]([NH:20][CH2:21][CH3:22])=[O:19])=[N:14][C:13]=2[CH:23]=1)[C:2]1[CH:7]=[CH:6][CH:5]=[CH:4][CH:3]=1 |f:1.2,4.5.6|. Procedure: A mixture of 1-[5-Benzyloxy-7-bromo-benzothiazol-2-yl]-3-ethyl-urea (406 mg, 1.0 mmol), bis(neopentyl)glycolato diboron (452 mg, 2.0 mmol) and potassium acetate (294 mg, 3.0 mmol) in dimethyl sulfoxide (7 ml) was purged with nitrogen for 5 minutes. Bis(diphenylphosphino)ferrocene palladium(II)chloride complex (82 mg, 0.1 mmol) was added, the reaction mixture sealed and heated at 80° C. for 16 h. The reaction mixture was cooled to ambient temperature. 2-Bromo-4-methylpyridine (258 mg, 1.5 mmol) w... Reactants: CC(C)(C)[Si](C)(C)OCCc1cccc(C=O)c1F, CC(=O)O[BH-](OC(C)=O)OC(C)=O, CC(=O)O, CN1CCCC1=O, O=C(O)C(F)(F)F, O=C(N1CCOC2(CCNCC2)C1)C(F)(F)F, [Na+], O. The product is CC(C)(C)[Si](C)(C)OCCc1cccc(CN2CCC3(CC2)CN(C(=O)C(F)(F)F)CCO3)c1F. RXN SMILES: [C:1]([CH3:2])([CH3:3])([CH3:4])[Si:5]([O:6][CH2:7][CH2:8][c:9]1[c:10]([F:17])[c:11]([CH:12]=[O:13])[cH:14][cH:15][cH:16]1)([CH3:18])[CH3:19].[C:48]([O:49][BH-:50]([O:51][C:52](=[O:53])[CH3:54])[O:55][C:56](=[O:57])[CH3:58])(=[O:59])[CH3:60].[CH3:44][C:45](=[O:46])[OH:47].[CH3:62][N:63]1[CH2:64][CH2:65][CH2:66][C:67]1=[O:68].[F:20][C:21]([F:22])([F:23])[C:24]([OH:25])=[O:26].[F:27][C:28]([C:29](=[O:30])[N:31]1[CH2:32][CH2:33][O:34][C:35]2([CH2:36]1)[CH2:37][CH2:38][NH:39][CH2:40][CH2:41]2)([F:42])[F:43].[Na+:61].[OH2:69]>>[C:1]([CH3:2])([CH3:3])([CH3:4])[Si:5]([O:6][CH2:7][CH2:8][c:9]1[c:10]([F:17])[c:11]([CH2:12][N:39]2[CH2:38][CH2:37][C:35]3([O:34][CH2:33][CH2:32][N:31]([C:29]([C:28]([F:27])([F:42])[F:43])=[O:30])[CH2:36]3)[CH2:41][CH2:40]2)[cH:14][cH:15][cH:16]1)([CH3:18])[CH3:19]. Reactants: BrC=1C(=NC=CC1)Cl (3-Bromo-2-chloropyridine), NC=1C=CC(=NC1)O (5-aminopyridin-2-ol), C([O-])([O-])=O.[Cs+].[Cs+] (cesium carbonate), CS(=O)C (DMSO), CS(=O)C (DMSO). The solvent is CCOC(=O)C (EtOAc). Reaction conditions: time 18 hour. Yields the product BrC=1C(=NC=CC1)OC1=CC=C(C=N1)N (6-(3-Bromopyridin-2-yloxy)pyridin-3-amine). RXN SMILES: [Br:1][C:2]1[C:3](Cl)=[N:4][CH:5]=[CH:6][CH:7]=1.[NH2:9][C:10]1[CH:11]=[CH:12][C:13]([OH:16])=[N:14][CH:15]=1.C(=O)([O-])[O-].[Cs+].[Cs+].CS(C)=O>CCOC(C)=O>[Br:1][C:2]1[C:3]([O:16][C:13]2[N:14]=[CH:15][C:10]([NH2:9])=[CH:11][CH:12]=2)=[N:4][CH:5]=[CH:6][CH:7]=1 |f:2.3.4|. Procedure: 3-Bromo-2-chloropyridine (7.27 g, 37.8 mmol), 5-aminopyridin-2-ol (4.99 g, 45.3 mmol), freshly ground cesium carbonate (36.9 g, 113 mmol), and DMSO (37.8 ml, 37.8 mmol) were added into a glass round bottom pressure vessel equipped with a stir bar. The vessel was sealed and placed in a preheated oil bath at 130° C. After 18 h, the reaction was diluted with EtOAc (4×250 mL) and the whole solution was sonicated. After the solid was settled, the top solution was decanted through a pad of celite and ...